Dataset: the Open Reaction Database (ORD), a public repository of structured organic reaction records. Task: describe an organic reaction: reactants, conditions, products, and yield The reactants are Cl.CN(CCCN1C(C(=NC2=CC(=C(C=C12)C)C)C(=O)O)=O)C (4-(3-Dimethylaminopropyl)-3,4-dihydro-6,7-dimethyl-3-oxo-2-quinoxalinecarboxylic acid, hydrochloride), N,N'-carbonyldiimidazole, NC1=NN=NN1 (5-Amino-1H-tetrazole). Run in CN(C=O)C (dimethylformamide). Reaction conditions: time 1 hour. The product is Cl.CN(CCCN1C(C(=NC2=CC(=C(C=C12)C)C)C(=O)NC1=NN=NN1)=O)C (4-(3-Dimethylaminopropyl)-3,4-dihydro-6,7-dimethyl-3-oxo-N(1H-tetrazol-5-yl)-2-quinoxalinecarboxamide, hydrochloride). Reaction SMILES: [ClH:1].[CH3:2][N:3]([CH3:23])[CH2:4][CH2:5][CH2:6][N:7]1[C:16]2[C:11](=[CH:12][C:13]([CH3:18])=[C:14]([CH3:17])[CH:15]=2)[N:10]=[C:9]([C:19]([OH:21])=O)[C:8]1=[O:22].[NH2:24][C:25]1[NH:29][N:28]=[N:27][N:26]=1>CN(C)C=O>[ClH:1].[CH3:23][N:3]([CH3:2])[CH2:4][CH2:5][CH2:6][N:7]1[C:16]2[C:11](=[CH:12][C:13]([CH3:18])=[C:14]([CH3:17])[CH:15]=2)[N:10]=[C:9]([C:19]([NH:24][C:25]2[NH:29][N:28]=[N:27][N:26]=2)=[O:21])[C:8]1=[O:22] |f:0.1,4.5|. Reported procedure: 4-(3-Dimethylaminopropyl)-3,4-dihydro-6,7-dimethyl-3-oxo-2-quinoxalinecarboxylic acid, hydrochloride (Example 18b) (0.26 g) and N,N'-carbonyldiimidazole (0.14 g) in dimethylformamide (5 ml) were heated at 100° for 5.5 hours. 5-Amino-1H-tetrazole (0.78 g) was added and heating at 100° was continued for 1 hour. The solid was collected and dissolved in hot aqueous dimethylaminoethanol (8 ml) (5%) and the solution was acidified with 2N hydrochloric acid. The solid that crystallised as the solution c... Starting materials: O=C1SC2=C(N1)C=CC(=C2)NC=2C1=C(N=CN2)NC=C1C(=O)O (4-[(2-Oxo-2,3-dihydro-1,3-benzothiazol-6-yl)amino]-7H-pyrrolo[2,3-d]pyrimidine-5-carboxylic acid), CC(C)N (propan-2-amine). The product is C(C)(C)NC(=O)C1=CNC=2N=CN=C(C21)NC2=CC1=C(NC(S1)=O)C=C2 (N-Isopropyl-4-[(2-oxo-2,3-dihydro-1,3-benzothiazol-6-yl)amino]-7H-pyrrolo[2,3-d]pyrimidine-5-carboxamide). RXN SMILES: [O:1]=[C:2]1[NH:6][C:5]2[CH:7]=[CH:8][C:9]([NH:11][C:12]3[C:13]4[C:20]([C:21](O)=[O:22])=[CH:19][NH:18][C:14]=4[N:15]=[CH:16][N:17]=3)=[CH:10][C:4]=2[S:3]1.[CH3:24][CH:25]([NH2:27])[CH3:26]>>[CH:25]([NH:27][C:21]([C:20]1[C:13]2[C:12]([NH:11][C:9]3[CH:8]=[CH:7][C:5]4[NH:6][C:2](=[O:1])[S:3][C:4]=4[CH:10]=3)=[N:17][CH:16]=[N:15][C:14]=2[NH:18][CH:19]=1)=[O:22])([CH3:26])[CH3:24]. Procedure details: 18.7 mg (57 μmol) 4-[(2-Oxo-2,3-dihydro-1,3-benzothiazol-6-yl)amino]-7H-pyrrolo[2,3-d]pyrimidine-5-carboxylic acid (prepared according to example 3) were transformed in analogy to example 4 using propan-2-amine to give after working up and purification 3.2 mg (14%) of the title compound. The reactants are Cl.N12CC(C(CC1)CC2)=O (3-quinuclidinone hydrochloride), (R)-1-[(S)-2-(diphenylphosphino)ferrocenyl]ethyl-di-tert-butylphosphine. Reagents/catalysts: C1/C=C\CC/C=C\C1.C1/C=C\CC/C=C\C1.[Cl-].[Cl-].[Rh].[Rh] (bis(1,5-cyclooctadiene)dirhodium(I) dichloride). Run in CO (methanol). Reaction conditions: time 19 hour. Product: 22.3, N12C[C@H](C(CC1)CC2)O ((S)-3-quinuclidinol). Isolated yield 94.0%. RXN SMILES: Cl.[N:2]12[CH2:9][CH2:8][CH:5]([CH2:6][CH2:7]1)[C:4](=[O:10])[CH2:3]2>C1CC=CCCC=C1.C1CC=CCCC=C1.[Cl-].[Cl-].[Rh].[Rh].CO>[N:2]12[CH2:9][CH2:8][CH:5]([CH2:6][CH2:7]1)[C@H:4]([OH:10])[CH2:3]2 |f:0.1,2.3.4.5.6.7|. Procedure: 30.0 g (186 mmol) of 3-quinuclidinone hydrochloride, 18.3 mg (0.0371 mmol) of bis(1,5-cyclooctadiene)dirhodium(I) dichloride, 40.3 mg (0.0743 mmol) of (R)-1-[(S)-2-(diphenylphosphino)ferrocenyl]ethyl-di-tert-butylphosphine(IIIa, corresponding to an educt/catalyst molar ratio of 2500) and 300 ml of degassed methanol were introduced into an autoclave (450 ml) under argon. The reaction mixture was hydrogenated for 19 hours at 70° C.and 50 bar of H2. It was evaporated and the residue was dissolved i... Yields the product O=c1ccc2ccc(OCCOc3nsnc3N3CCNCC3)cc2o1. RXN SMILES: [Cl:41][CH2:42][Cl:43].[O:1]=[c:2]1[o:3][c:4]2[cH:5][c:6]([O:12][CH2:13][CH2:14][O:15][c:16]3[c:17]([N:21]4[CH2:22][CH2:23][N:24]([C:27]([O:28][C:29]([CH3:30])([CH3:31])[CH3:32])=[O:33])[CH2:25][CH2:26]4)[n:18][s:19][n:20]3)[cH:7][cH:8][c:9]2[cH:10][cH:11]1.[OH:34][C:35]([C:36]([F:37])([F:38])[F:39])=[O:40]>>[O:1]=[c:2]1[o:3][c:4]2[cH:5][c:6]([O:12][CH2:13][CH2:14][O:15][c:16]3[c:17]([N:21]4[CH2:22][CH2:23][NH:24][CH2:25][CH2:26]4)[n:18][s:19][n:20]3)[cH:7][cH:8][c:9]2[cH:10][cH:11]1. The reactants are ClCCl, CC(C)(C)OC(=O)N1CCN(c2nsnc2OCCOc2ccc3ccc(=O)oc3c2)CC1, O=C(O)C(F)(F)F. The reactants are CS(C)=O, C#CC1(O)CCN(C)CC1, Cl, O=[N+]([O-])c1ccccc1F, [H-], [Na+], O. Reaction SMILES: [CH3:24][S:25]([CH3:26])=[O:27].[CH3:3][N:4]1[CH2:5][CH2:6][C:7]([OH:10])([C:11]#[CH:12])[CH2:8][CH2:9]1.[ClH:23].[F:13][c:14]1[c:15]([N+:20](=[O:21])[O-:22])[cH:16][cH:17][cH:18][cH:19]1.[H-:1].[Na+:2].[OH2:28]>>[CH3:3][N:4]1[CH2:5][CH2:6][C:7]([O:10][c:14]2[c:15]([N+:20](=[O:21])[O-:22])[cH:16][cH:17][cH:18][cH:19]2)([C:11]#[CH:12])[CH2:8][CH2:9]1.[ClH:23]. Product: C#CC1(Oc2ccccc2[N+](=O)[O-])CCN(C)CC1, Cl. Reactants: CC(C)(C)OC(=O)N1CCC(=O)CC1, C1CCOC1, CC(C)[N-]C(C)C, [Li+], O=S(=O)(Nc1ccccc1)C(F)(F)F. Yields the product CC(C)(C)OC(=O)N1CC=C(OS(=O)(=O)C(F)(F)F)CC1. As a reaction SMILES: [C:1]([CH3:2])([CH3:3])([CH3:4])[O:5][C:6](=[O:7])[N:8]1[CH2:9][CH2:10][C:11](=[O:14])[CH2:12][CH2:13]1.[CH2:37]1[O:38][CH2:39][CH2:40][CH2:41]1.[CH3:16][CH:17]([N-:18][CH:19]([CH3:20])[CH3:21])[CH3:22].[Li+:15].[c:23]1([NH:24][S:30](=[O:31])(=[O:32])[C:33]([F:34])([F:35])[F:36])[cH:25][cH:26][cH:27][cH:28][cH:29]1>>[C:1]([CH3:2])([CH3:3])([CH3:4])[O:5][C:6](=[O:7])[N:8]1[CH2:9][CH:10]=[C:11]([O:14][S:30](=[O:31])(=[O:32])[C:33]([F:34])([F:35])[F:36])[CH2:12][CH2:13]1. Reactants: CC(C)(C)OC(=O)Nc1cc(Br)ccn1, C1CCOC1, [H-], CI, [Na+]. Yields the product CN(C(=O)OC(C)(C)C)c1cc(Br)ccn1. As a reaction SMILES: [Br:1][c:2]1[cH:3][c:4]([NH:8][C:9]([O:10][C:11]([CH3:12])([CH3:13])[CH3:14])=[O:15])[n:5][cH:6][cH:7]1.[CH2:20]1[O:21][CH2:22][CH2:23][CH2:24]1.[H-:16].[I:18][CH3:19].[Na+:17]>>[Br:1][c:2]1[cH:3][c:4]([N:8]([C:9]([O:10][C:11]([CH3:12])([CH3:13])[CH3:14])=[O:15])[CH3:19])[n:5][cH:6][cH:7]1.